From a dataset of the Open Reaction Database (ORD), a public repository of structured organic reaction records. describe an organic reaction: reactants, conditions, products, and yield Starting materials: C(C)NC(=O)NC=1SC2=C(N1)C=C(C=C2C#C)C=2C=NC(=NC2)N2CCC(CC2)(C(=O)OCC)C (Ethyl 1-[5-[2-(ethylcarbamoylamino)-7-ethynyl-1,3-benzothiazol-5-yl]pyrimidin-2-yl]-4-methyl-piperidine-4-carboxylate), N(=[N+]=[N-])C[Si](C)(C)C ((azidomethyl)trimethylsilane), C(C)N(C(C)C)C(C)C (N-ethyl-N-isopropylpropan-2-amine). Reagents/catalysts: [Cu]I (Copper(I)Iodide). Run in CN(C)C=O (DMF), O (water). Product: C(C)NC(=O)NC=1SC2=C(N1)C=C(C=C2C=2N=NN(C2)C[Si](C)(C)C)C=2C=NC(=NC2)N2CCC(CC2)(C(=O)OCC)C (Ethyl 1-[5-[2-(ethylcarbamoylamino)-7-[1-(trimethylsilylmethyl)triazol-4-yl]-1,3-benzothiazol-5-yl]pyrimidin-2-yl]-4-methyl-piperidine-4-carboxylate). Reaction SMILES: [CH2:1]([NH:3][C:4]([NH:6][C:7]1[S:8][C:9]2[C:15]([C:16]#[CH:17])=[CH:14][C:13]([C:18]3[CH:19]=[N:20][C:21]([N:24]4[CH2:29][CH2:28][C:27]([CH3:35])([C:30]([O:32][CH2:33][CH3:34])=[O:31])[CH2:26][CH2:25]4)=[N:22][CH:23]=3)=[CH:12][C:10]=2[N:11]=1)=[O:5])[CH3:2].[N:36]([CH2:39][Si:40]([CH3:43])([CH3:42])[CH3:41])=[N+:37]=[N-:38].C(N(C(C)C)C(C)C)C>CN(C=O)C.O.[Cu]I>[CH2:1]([NH:3][C:4]([NH:6][C:7]1[S:8][C:9]2[C:15]([C:16]3[N:38]=[N:37][N:36]([CH2:39][Si:40]([CH3:43])([CH3:42])[CH3:41])[CH:17]=3)=[CH:14][C:13]([C:18]3[CH:23]=[N:22][C:21]([N:24]4[CH2:25][CH2:26][C:27]([CH3:35])([C:30]([O:32][CH2:33][CH3:34])=[O:31])[CH2:28][CH2:29]4)=[N:20][CH:19]=3)=[CH:12][C:10]=2[N:11]=1)=[O:5])[CH3:2]. Procedure: Ethyl 1-[5-[2-(ethylcarbamoylamino)-7-ethynyl-1,3-benzothiazol-5-yl]pyrimidin-2-yl]-4-methyl-piperidine-4-carboxylate (115 mg, 0.233 mmol), (azidomethyl)trimethylsilane (150 mg, 1.169 mmol), Copper(I)Iodide (8.9 mg, 0.0467 mmol), N-ethyl-N-isopropylpropan-2-amine (30.1 mg, 0.233 mmol) in 2 mL of DMF were stirred at rt for 24 hours. The reaction was diluted with 10 mL of water, filtered and washed with water then dried to yield the desired compound as a beige solid, 95 mg, 65.5 yield %. Reactants: COCCCOc1cc(C(=O)N(CC2CN(C(=O)OC(C)(C)C)CC2CN=[N+]=[N-])C(C)C)ccc1C, CO. Product: COCCCOc1cc(C(=O)N(CC2CN(C(=O)OC(C)(C)C)CC2CN)C(C)C)ccc1C. Reaction SMILES: [C:1]([CH3:2])([CH3:3])([CH3:4])[O:5][C:6](=[O:7])[N:8]1[CH2:9][CH:10]([CH2:33][N:34]=[N+:35]=[N-:36])[CH:11]([CH2:13][N:14]([C:15]([c:16]2[cH:17][c:18]([O:23][CH2:24][CH2:25][CH2:26][O:27][CH3:28])[c:19]([CH3:22])[cH:20][cH:21]2)=[O:29])[CH:30]([CH3:31])[CH3:32])[CH2:12]1.[CH3:37][OH:38]>>[C:1]([CH3:2])([CH3:3])([CH3:4])[O:5][C:6](=[O:7])[N:8]1[CH2:9][CH:10]([CH2:33][NH2:34])[CH:11]([CH2:13][N:14]([C:15]([c:16]2[cH:17][c:18]([O:23][CH2:24][CH2:25][CH2:26][O:27][CH3:28])[c:19]([CH3:22])[cH:20][cH:21]2)=[O:29])[CH:30]([CH3:31])[CH3:32])[CH2:12]1. The reactants are C([O-])([O-])=O.[K+].[K+] (potassium carbonate), BrCC(=O)OC (methyl bromoacetate), resultant solution, [Cl-].[NH4+] (ammonium chloride), C1(=CC=CC=C1)C(CCCN1C(COC2=C1C=CC=C2O)=O)(C)C2=CC=CC=C2 (4-(4,4-diphenylpentyl)-8-hydroxy-3-oxo-3,4-dihydro-2H-1,4-benzoxazine). The solvent is CN(C)C=O (DMF). Conditions: time 8 hour. The product is C1(=CC=CC=C1)C(CCCN1C(COC2=C1C=CCC2(OCC(=O)OC)O)=O)(C)C2=CC=CC=C2 (Methyl (4-(4,4-diphenylpentyl)-8-hydroxy-3-oxo-3,4-dihydro-2H-1,4-benzoxazin-8-yloxy)acetate). Isolated yield 92.0%. RXN SMILES: [C:1]1([C:7]([C:24]2[CH:29]=[CH:28][CH:27]=[CH:26][CH:25]=2)([CH3:23])[CH2:8][CH2:9][CH2:10][N:11]2[C:16]3[CH:17]=[CH:18][CH:19]=[C:20]([OH:21])[C:15]=3[O:14][CH2:13][C:12]2=[O:22])[CH:6]=[CH:5][CH:4]=[CH:3][CH:2]=1.C(=O)([O-])[O-:31].[K+].[K+].Br[CH2:37][C:38]([O:40][CH3:41])=[O:39].[Cl-].[NH4+]>CN(C=O)C>[C:24]1([C:7]([C:1]2[CH:2]=[CH:3][CH:4]=[CH:5][CH:6]=2)([CH3:23])[CH2:8][CH2:9][CH2:10][N:11]2[C:16]3[CH:17]=[CH:18][CH2:19][C:20]([OH:31])([O:21][CH2:37][C:38]([O:40][CH3:41])=[O:39])[C:15]=3[O:14][CH2:13][C:12]2=[O:22])[CH:25]=[CH:26][CH:27]=[CH:28][CH:29]=1 |f:1.2.3,5.6|. Procedure: 4-(4,4-diphenylpentyl)-8-hydroxy-3-oxo-3,4-dihydro-2H-1,4-benzoxazine was dissolved in anhydrous DMF (15 ml), and anhydrous potassium carbonate (180 mg) and methyl bromoacetate (0.15 ml) were added to the resultant solution, and the mixture was stirred at room temperature overnight. The reaction solution was poured into a saturated ammonium chloride aqueous solution, and then extracted with ethyl acetate containing 15% n-hexane. The resultant organic layer was washed with water and saturated bri... As a reaction SMILES: ClC1C=CC([C@@H](C2C=CN(C)N=2)N)=CC=1F.[F:17][C:18]1[CH:19]=[C:20]([C@@H:26]([C:28]2[CH:29]=[N:30][N:31]([CH3:33])[CH:32]=2)[NH2:27])[CH:21]=[CH:22][C:23]=1[O:24][CH3:25].[F:34][C:35]1[CH:44]=[C:43]([C:45](O)=[O:46])[CH:42]=[C:41]2[C:36]=1[CH:37]=[N:38][C:39]([NH:48][C@@H:49]1[CH2:53][CH2:52][O:51][CH2:50]1)=[N:40]2>>[F:34][C:35]1[CH:44]=[C:43]([C:45]([NH:27][C@@H:26]([C:20]2[CH:21]=[CH:22][C:23]([O:24][CH3:25])=[C:18]([F:17])[CH:19]=2)[C:28]2[CH:29]=[N:30][N:31]([CH3:33])[CH:32]=2)=[O:46])[CH:42]=[C:41]2[C:36]=1[CH:37]=[N:38][C:39]([NH:48][C@@H:49]1[CH2:53][CH2:52][O:51][CH2:50]1)=[N:40]2. Starting materials: ClC1=C(C=C(C=C1)[C@H](N)C1=NN(C=C1)C)F ((S)-(4-chloro-3-fluorophenyl)(1-methyl-1H-pyrazol-3-yl)methanamine), FC1=C2C=NC(=NC2=CC(=C1)C(=O)O)N[C@H]1COCC1 ((R)-5-fluoro-2-(tetrahydrofuran-3-ylamino)quinazoline-7-carboxylic acid), FC=1C=C(C=CC1OC)[C@H](N)C=1C=NN(C1)C ((S)-(3-fluoro-4-methoxyphenyl)(1-methyl-1H-pyrazol-4-yl)methanamine), 84b. Procedure: 5-Fluoro-N-((S)-(3-fluoro-4-methoxyphenyl)(1-methyl-1H-pyrazol-4-yl)methyl)-2-((R)-tetrahydrofuran-3-ylamino)quinazoline-7-carboxamide (I-61) was prepared analogously except 32b was replaced with 40f and 84b was replaced with 87d. The product is FC1=C2C=NC(=NC2=CC(=C1)C(=O)N[C@H](C=1C=NN(C1)C)C1=CC(=C(C=C1)OC)F)N[C@H]1COCC1 (5-Fluoro-N-((S)-(3-fluoro-4-methoxyphenyl)(1-methyl-1H-pyrazol-4-yl)methyl)-2-((R)-tetrahydrofuran-3-ylamino)quinazoline-7-carboxamide). Starting materials: [Cl-], Cl, [N-]=[N+]=[N-], [Na+], [Na+], O, NCCS(=O)(=O)Cl. Yields the product Cl, [N-]=[N+]=NS(=O)(=O)CCN. RXN SMILES: [Cl-:14].[ClH:1].[N-:10]=[N+:11]=[N-:12].[Na+:13].[Na+:9].[OH2:15].[S:2](=[O:3])(=[O:4])([CH2:5][CH2:6][NH2:7])[Cl:8]>>[ClH:8].[S:2](=[O:3])(=[O:4])([CH2:5][CH2:6][NH2:7])[N:10]=[N+:11]=[N-:12]. Reaction SMILES: [BrH:29].[CH3:1][n:2]1[n:3][n:4][n:5][c:6]1[CH:7]1[N:8]([C:19]([O:20][CH2:21][c:22]2[cH:23][cH:24][cH:25][cH:26][cH:27]2)=[O:28])[CH2:9][CH2:10][CH:11]([c:13]2[cH:14][c:15](=[O:18])[nH:16][o:17]2)[CH2:12]1>>[CH3:1][n:2]1[n:3][n:4][n:5][c:6]1[CH:7]1[NH:8][CH2:9][CH2:10][CH:11]([c:13]2[cH:14][c:15](=[O:18])[nH:16][o:17]2)[CH2:12]1. Product: Cn1nnnc1C1CC(c2cc(=O)[nH]o2)CCN1. Reactants: Br, Cn1nnnc1C1CC(c2cc(=O)[nH]o2)CCN1C(=O)OCc1ccccc1.